Dataset: the Open Reaction Database (ORD), a public repository of structured organic reaction records. Task: describe an organic reaction: reactants, conditions, products, and yield The reactants are OBO, CCOC(=O)c1cc(C(C)(C)C)n[nH]1, CC(=O)[O-], CC(=O)[O-], COc1ccc(Cn2c(=O)ccc3cc(B(O)O)ccc32)cc1, ClCCl, [Cu+2], c1ccncc1. Yields the product CCOC(=O)c1cc(C(C)(C)C)nn1-c1ccc2c(ccc(=O)n2Cc2ccc(OC)cc2)c1. As a reaction SMILES: [BH:44]([OH:45])[OH:46].[C:30]([CH3:31])([CH3:32])([CH3:33])[c:34]1[n:35][nH:36][c:37]([C:39](=[O:40])[O:41][CH2:42][CH3:43])[cH:38]1.[C:50]([O-:51])(=[O:52])[CH3:53].[C:55]([O-:56])(=[O:57])[CH3:58].[CH3:1][O:2][c:3]1[cH:4][cH:5][c:6]([CH2:7][n:8]2[c:9](=[O:21])[cH:10][cH:11][c:12]3[cH:13][c:14]([B:18]([OH:19])[OH:20])[cH:15][cH:16][c:17]23)[cH:22][cH:23]1.[Cl:47][CH2:48][Cl:49].[Cu+2:54].[cH:24]1[cH:25][cH:26][n:27][cH:28][cH:29]1>>[CH3:1][O:2][c:3]1[cH:4][cH:5][c:6]([CH2:7][n:8]2[c:9](=[O:21])[cH:10][cH:11][c:12]3[cH:13][c:14](-[n:36]4[n:35][c:34]([C:30]([CH3:31])([CH3:32])[CH3:33])[cH:38][c:37]4[C:39](=[O:40])[O:41][CH2:42][CH3:43])[cH:15][cH:16][c:17]23)[cH:22][cH:23]1. The reactants are NP(N)(=O)N1CCCC(N(Cc2ccco2)C(=O)OCc2ccccc2)C1=O, CCO, [Pd]. The product is NP(N)(=O)N1CCCC(NCc2ccco2)C1=O. As a reaction SMILES: [CH2:1]([c:2]1[cH:3][cH:4][cH:5][o:6]1)[N:7]([CH:8]1[C:9](=[O:18])[N:10]([P:14](=[O:15])([NH2:16])[NH2:17])[CH2:11][CH2:12][CH2:13]1)[C:19]([O:20][CH2:21][c:22]1[cH:23][cH:24][cH:25][cH:26][cH:27]1)=[O:28].[CH3:29][CH2:30][OH:31].[Pd:32]>>[CH2:1]([c:2]1[cH:3][cH:4][cH:5][o:6]1)[NH:7][CH:8]1[C:9](=[O:18])[N:10]([P:14](=[O:15])([NH2:16])[NH2:17])[CH2:11][CH2:12][CH2:13]1.